From a dataset of the Open Reaction Database (ORD), a public repository of structured organic reaction records. describe an organic reaction: reactants, conditions, products, and yield Reactants: CCOC(=O)CSc1cnc(N)s1, COCC(C)Oc1cc(Oc2ccc(F)c(F)c2)cc(C(=O)O)c1. Product: CCOC(=O)CSc1cnc(NC(=O)c2cc(Oc3ccc(F)c(F)c3)cc(OC(C)COC)c2)s1. As a reaction SMILES: [CH2:25]([CH3:26])[O:27][C:28]([CH2:29][S:30][c:31]1[cH:32][n:33][c:34]([NH2:36])[s:35]1)=[O:37].[F:1][c:2]1[cH:3][c:4]([O:5][c:6]2[cH:7][c:8]([C:9](=[O:10])[OH:11])[cH:12][c:13]([O:15][CH:16]([CH2:17][O:18][CH3:19])[CH3:20])[cH:14]2)[cH:21][cH:22][c:23]1[F:24]>>[F:1][c:2]1[cH:3][c:4]([O:5][c:6]2[cH:7][c:8]([C:9](=[O:11])[NH:36][c:34]3[n:33][cH:32][c:31]([S:30][CH2:29][C:28]([O:27][CH2:25][CH3:26])=[O:37])[s:35]3)[cH:12][c:13]([O:15][CH:16]([CH2:17][O:18][CH3:19])[CH3:20])[cH:14]2)[cH:21][cH:22][c:23]1[F:24].